From a dataset of the Open Reaction Database (ORD), a public repository of structured organic reaction records. describe an organic reaction: reactants, conditions, products, and yield Reactants: [H][H] (hydrogen), C(C1=CC=CC=C1)OC=1C(=CC=2C(C3C(OC2C1)C3)=NOCCCN(C)C)OCC3=CC=CC=C3 (4,5-dibenzyloxy-1a,7a-dihydro-7(1H)-(3-dimethylaminopropyloxyimino)cyclopropa[b]chromen), [H][H] (hydrogen). The reagents and catalysts are [Pd] (palladium-on-carbon). The solvent is C(C)(=O)OCC (ethyl acetate). Yields the product OC=1C(=CC=2C(C3C(OC2C1)C3)=NOCCCN(C)C)O (1a,7a-dihydro-4,5-dihydroxy-7(1H)-(3-dimethylaminopropyloxyimino)cyclopropa[b]chromen). Yield: 45.1%. RXN SMILES: [H][H].C([O:10][C:11]1[C:12]([O:30]CC2C=CC=CC=2)=[CH:13][C:14]2[C:15](=[N:22][O:23][CH2:24][CH2:25][CH2:26][N:27]([CH3:29])[CH3:28])[CH:16]3[CH2:21][CH:17]3[O:18][C:19]=2[CH:20]=1)C1C=CC=CC=1>C(OCC)(=O)C.[Pd]>[OH:10][C:11]1[C:12]([OH:30])=[CH:13][C:14]2[C:15](=[N:22][O:23][CH2:24][CH2:25][CH2:26][N:27]([CH3:29])[CH3:28])[CH:16]3[CH2:21][CH:17]3[O:18][C:19]=2[CH:20]=1. Reported procedure: In 20 ml of ethyl acetate was suspended 48 mg of 10% palladium-on-carbon. After displacing the atmosphere with hydrogen by suction, 240 mg of the compound obtained in Example 11 was added to the suspension, and the mixture was stirred at room temperature for 5 hours in a hydrogen stream (atmospheric pressure). The reaction mixture was worked-up in the same manner as in Example 2 to obtain 67.0 mg (41.5%) of the titled compound. Reactants: CC[O-].[Na+] (NaOEt), Cl (HCl), C(CC(=O)[O-])(=O)OCC (ethyl malonate), C1(=CC=CC=C1)C=1N=CC2=C(N(C(OC2=O)=O)CCC)N1 (7-phenyl-1-propyl-2H-pyrimido[4,5-d]-[1,3]oxazine-2,4(1H)-dione). Product: C(C)OC(=O)C1=C(C2=C(N=C(N=C2)C2=CC=CC=C2)N(C1=O)CCC)O (7,8-dihydro-5-hydroxy-7-oxo-2-phenyl-8-propylpyrido[2,3-d]pyrimidine-6-carboxylic acid ethyl ester). Reaction SMILES: CC[O-].[Na+].[C:5]([O:11][CH2:12][CH3:13])(=[O:10])[CH2:6][C:7]([O-])=[O:8].[C:14]1([C:20]2[N:21]=[CH:22][C:23]3[C:28](=O)[O:27]C(=O)[N:25]([CH2:31][CH2:32][CH3:33])[C:24]=3[N:34]=2)[CH:19]=[CH:18][CH:17]=[CH:16][CH:15]=1.Cl>>[CH2:12]([O:11][C:5]([C:6]1[C:7](=[O:8])[N:25]([CH2:31][CH2:32][CH3:33])[C:24]2[N:34]=[C:20]([C:14]3[CH:19]=[CH:18][CH:17]=[CH:16][CH:15]=3)[N:21]=[CH:22][C:23]=2[C:28]=1[OH:27])=[O:10])[CH3:13] |f:0.1|. Procedure details: 50 ml. of NaOEt (0.24 g.-0.011 mole) was added to 1.7 g. (0.011 mole) of ethyl malonate and stirred 10 minutes, then evaporated to dryness. DMF was added until a solution formed and 1.5 g. (0.005 mole) of 7-phenyl-1-propyl-2H-pyrimido[4,5-d]-[1,3]oxazine-2,4(1H)-dione was added and the mixture refluxed 2 hours. The chilled reaction was poured into dilute HCl and the resulting precipitate filtered off and rinsed with water. Recrystallization from ethyl acetate gave 1.5 g. of the title compound--m... Reactants: [OH-].[NH4+] (ammonium hydroxide), Cl (HCl), C(C)OC1=NCC=2C=3C(=CC=CC13)NC2 (5-ethoxy-1,3-dihydropyrrolo[4,3,2-de]isoquinoline), CCOCC (ether). Solvent: C(C)O (ethanol), C(C)O (ethanol). Product: hydrochloride salt, NC1=NCC=2C=3C(=CC=CC13)NC2 (5-Amino-1,3-dihydropyrrolo[4,3,2-de]isoquinoline), Cl.NC1=NCC=2C=3C(=CC=CC13)NC2 (5-amino-1,3-dihydropyrrol[4,3,2-de]isoquinoline hydrochloride). RXN SMILES: C(O[C:4]1[C:13]2[CH:12]=[CH:11][CH:10]=[C:9]3[NH:14][CH:15]=[C:7]([C:8]=23)[CH2:6][N:5]=1)C.[OH-].[NH4+:17].[ClH:18].CCOCC>C(O)C>[NH2:17][C:4]1[C:13]2[CH:12]=[CH:11][CH:10]=[C:9]3[NH:14][CH:15]=[C:7]([C:8]=23)[CH2:6][N:5]=1.[ClH:18].[NH2:17][C:4]1[C:13]2[CH:12]=[CH:11][CH:10]=[C:9]3[NH:14][CH:15]=[C:7]([C:8]=23)[CH2:6][N:5]=1 |f:1.2,7.8|. Procedure: To a suspension of 5-ethoxy-1,3-dihydropyrrolo[4,3,2-de]isoquinoline (200 mg, 1 mmole), described in Example 5, in ethanol (2 ml), aqueous ammonium hydroxide (25%, 0.5 ml, 1.4 mmole) is added followed by 2.3 N HCl in ethanol (0.5 ml). The mixture is heated at reflux for 0.5 hour, then ether is added and the light green crystalline precipitate collected to give the hydrochloride salt of the title compound, 5-amino-1,3-dihydropyrrol[4,3,2-de]isoquinoline hydrochloride, mp 227° - 228°C. Solvent: O1CCCC1 (tetrahydrofuran), O1CCCC1 (tetrahydrofuran), O (water). Procedure details: In a similar manner, a solution of 46.4 g of 3-nitrobenzoyl chloride in 100 ml of tetrahydrofuran was added to a hot solution of 51.6 g of 5-aminotetrazole monohydrate in 1200 ml of tetrahydrofuran and 50 ml of water. The mixture was allowed to stand for 16 hours and then concentrated, and the resulting slurry was treated with water. The white solid was collected, washed with water and oven-dried to give 3-nitro-N-(1H-tetrazol-5-yl)benzamide melting at about 276° C. with decomposition. Yields the product [N+](=O)([O-])C=1C=C(C(=O)NC2=NN=NN2)C=CC1 (3-nitro-N-(1H-tetrazol-5-yl)benzamide). Reaction SMILES: [N+:1]([C:4]1[CH:5]=[C:6]([CH:10]=[CH:11][CH:12]=1)[C:7](Cl)=[O:8])([O-:3])=[O:2].O.[NH2:14][C:15]1[NH:19][N:18]=[N:17][N:16]=1>O1CCCC1.O>[N+:1]([C:4]1[CH:5]=[C:6]([CH:10]=[CH:11][CH:12]=1)[C:7]([NH:14][C:15]1[NH:19][N:18]=[N:17][N:16]=1)=[O:8])([O-:3])=[O:2] |f:1.2|. Reactants: [N+](=O)([O-])C=1C=C(C(=O)Cl)C=CC1 (3-nitrobenzoyl chloride), O.NC1=NN=NN1 (5-aminotetrazole monohydrate). Conditions: time 16 hour.